Dataset: the Open Reaction Database (ORD), a public repository of structured organic reaction records. Task: describe an organic reaction: reactants, conditions, products, and yield Reactants: CN1S(C2=C(C(=C1C(=O)OC)O)SC1=C2C=CC(=C1)C)(=O)=O (methyl 2,7-dimethyl-4-hydroxy-2H-[1] benzothieno [2,3-e]-1,2-thiazine-3-carboxylate-1,1-dioxide), NC1=NC=CN=C1 (amino-pyrazine). Product: CN1S(C2=C(C(=C1C(=O)NC1=NC=CN=C1)O)SC1=C2C=CC(=C1)C)(=O)=O (2,7-Dimethyl-4-hydroxy-N-(pyrazinyl)-2H-[1] benzothieno-[2,3-e]-1,2-thiazine-3-carboxamide-1,1-dioxide). Yield: 39.0%. As a reaction SMILES: [CH3:1][N:2]1[C:7]([C:8]([O:10]C)=O)=[C:6]([OH:12])[C:5]2[S:13][C:14]3[CH:19]=[C:18]([CH3:20])[CH:17]=[CH:16][C:15]=3[C:4]=2[S:3]1(=[O:22])=[O:21].[NH2:23][C:24]1[CH:29]=[N:28][CH:27]=[CH:26][N:25]=1>>[CH3:1][N:2]1[C:7]([C:8]([NH:23][C:24]2[CH:29]=[N:28][CH:27]=[CH:26][N:25]=2)=[O:10])=[C:6]([OH:12])[C:5]2[S:13][C:14]3[CH:19]=[C:18]([CH3:20])[CH:17]=[CH:16][C:15]=3[C:4]=2[S:3]1(=[O:22])=[O:21]. Reported procedure: Prepared analogous to Example 1 from methyl 2,7-dimethyl-4-hydroxy-2H-[1] benzothieno [2,3-e]-1,2-thiazine-3-carboxylate-1,1-dioxide and amino-pyrazine with a yield of 39% of theory. Starting materials: N[C@@H](C)C(=O)N[C@@H](CCC(N)=O)C(=O)N[C@@H](CC(O)=O)C(=O)N[C@@H](CC1=CC=CC=C1)C(=O)N[C@@H](C(C)C)C(=O)N[C@@H](CCC(N)=O)C(=O)N[C@@H](CC1=CNC2=CC=CC=C12)C(=O)N[C@@H](CC(C)C)C(=O)N[C@@H](CCS(=O)C)C(=O)N[C@@H](CC(N)=O)C(=O)N[C@@H]([C@H](O)C)C(=O)O (H-Ala-Gln-Asp-Phe-Val-Gln-Trp-Leu-Met(O)-Asn-Thr-OH), Sephadex. Run in C(CS)(=O)O (thioglycolic acid). Run at time 24 hour. The product is N[C@@H](C)C(=O)N[C@@H](CCC(N)=O)C(=O)N[C@@H](CC(O)=O)C(=O)N[C@@H](CC1=CC=CC=C1)C(=O)N[C@@H](C(C)C)C(=O)N[C@@H](CCC(N)=O)C(=O)N[C@@H](CC1=CNC2=CC=CC=C12)C(=O)N[C@@H](CC(C)C)C(=O)N[C@@H](CCSC)C(=O)N[C@@H](CC(N)=O)C(=O)N[C@@H]([C@H](O)C)C(=O)O (H-Ala-Gln-Asp-Phe-Val-Gln-Trp-Leu-Met-Asn-Thr-OH). As a reaction SMILES: [NH2:1][C@H:2]([C:4]([NH:6][C@H:7]([C:13]([NH:15][C@H:16]([C:21]([NH:23][C@H:24]([C:32]([NH:34][C@H:35]([C:39]([NH:41][C@H:42]([C:48]([NH:50][C@H:51]([C:62]([NH:64][C@H:65]([C:70]([NH:72][C@H:73]([C:79]([NH:81][C@H:82]([C:87]([NH:89][C@H:90]([C:94]([OH:96])=[O:95])[C@@H:91]([CH3:93])[OH:92])=[O:88])[CH2:83][C:84](=[O:86])[NH2:85])=[O:80])[CH2:74][CH2:75][S:76]([CH3:78])=O)=[O:71])[CH2:66][CH:67]([CH3:69])[CH3:68])=[O:63])[CH2:52][C:53]1[C:61]2[C:56](=[CH:57][CH:58]=[CH:59][CH:60]=2)[NH:55][CH:54]=1)=[O:49])[CH2:43][CH2:44][C:45](=[O:47])[NH2:46])=[O:40])[CH:36]([CH3:38])[CH3:37])=[O:33])[CH2:25][C:26]1[CH:31]=[CH:30][CH:29]=[CH:28][CH:27]=1)=[O:22])[CH2:17][C:18](=[O:20])[OH:19])=[O:14])[CH2:8][CH2:9][C:10](=[O:12])[NH2:11])=[O:5])[CH3:3]>C(O)(=O)CS>[NH2:1][C@H:2]([C:4]([NH:6][C@H:7]([C:13]([NH:15][C@H:16]([C:21]([NH:23][C@H:24]([C:32]([NH:34][C@H:35]([C:39]([NH:41][C@H:42]([C:48]([NH:50][C@H:51]([C:62]([NH:64][C@H:65]([C:70]([NH:72][C@H:73]([C:79]([NH:81][C@H:82]([C:87]([NH:89][C@H:90]([C:94]([OH:96])=[O:95])[C@@H:91]([CH3:93])[OH:92])=[O:88])[CH2:83][C:84](=[O:86])[NH2:85])=[O:80])[CH2:74][CH2:75][S:76][CH3:78])=[O:71])[CH2:66][CH:67]([CH3:69])[CH3:68])=[O:63])[CH2:52][C:53]1[C:61]2[C:56](=[CH:57][CH:58]=[CH:59][CH:60]=2)[NH:55][CH:54]=1)=[O:49])[CH2:43][CH2:44][C:45](=[O:47])[NH2:46])=[O:40])[CH:36]([CH3:37])[CH3:38])=[O:33])[CH2:25][C:26]1[CH:27]=[CH:28][CH:29]=[CH:30][CH:31]=1)=[O:22])[CH2:17][C:18](=[O:19])[OH:20])=[O:14])[CH2:8][CH2:9][C:10](=[O:12])[NH2:11])=[O:5])[CH3:3]. Procedure: In 3.0 ml of 5% thioglycolic acid-50% aqueous acetic acid was dissolved 30 mg of H-Ala-Gln-Asp-Phe-Val-Gln-Trp-Leu-Met(O)-Asn-Thr-OH and reduction was carried out at 45° C. for 24 hours. The reaction mixture was run onto a column (3.4×57 cm) of Sephadex LH-20 and elution was carried out with 50% acetic acid. The fractions from 235 ml to 280 ml were pooled and lyophilized. Yield 23 mg; Rf3 0.72(Avicel®); amino acid analysis; Trp (0.76(1); Asp 2.15(2); Thr 0.93(1); Glu 2.15(2); Ala 0.97(1); Val 1....